From a dataset of the Open Reaction Database (ORD), a public repository of structured organic reaction records. describe an organic reaction: reactants, conditions, products, and yield Reactants: C(C)(C)(C)OC(=O)NC1CNCC1 (3-t-butoxycarbonylaminopyrrolidine), N12CCCCCC2=NCCC1 (1,8-diazabicyclo[5,4,0]undec-7-en), C1(CC1)N1C=C(C(C2=CC(=C(C(=C12)OC)F)F)=O)C(=O)O (1-cyclopropyl-6,7-difluoro-1,4-dihydro-8-methoxy-4-oxo-3-quinolinecarboxylic acid). The solvent is C(C)#N (acetonitrile). Product: C(C)(C)(C)OC(=O)NC1CN(CC1)C1=C(C=C2C(C(=CN(C2=C1OC)C1CC1)C(=O)O)=O)F (7-(3-t-butoxycarbonylamino-1-pyrrolidinyl)-1-cyclopropyl-1,4-dihydro-6-fluoro-8-methoxy-4-oxo-3-quinolinecarboxylic acid). Isolated yield 72.0%. Reaction SMILES: [CH:1]1([N:4]2[C:13]3[C:8](=[CH:9][C:10]([F:17])=[C:11](F)[C:12]=3[O:14][CH3:15])[C:7](=[O:18])[C:6]([C:19]([OH:21])=[O:20])=[CH:5]2)[CH2:3][CH2:2]1.[C:22]([O:26][C:27]([NH:29][CH:30]1[CH2:34][CH2:33][NH:32][CH2:31]1)=[O:28])([CH3:25])([CH3:24])[CH3:23].N12CCCN=C1CCCCC2>C(#N)C>[C:22]([O:26][C:27]([NH:29][CH:30]1[CH2:34][CH2:33][N:32]([C:11]2[C:12]([O:14][CH3:15])=[C:13]3[C:8]([C:7](=[O:18])[C:6]([C:19]([OH:21])=[O:20])=[CH:5][N:4]3[CH:1]3[CH2:3][CH2:2]3)=[CH:9][C:10]=2[F:17])[CH2:31]1)=[O:28])([CH3:25])([CH3:23])[CH3:24]. Procedure details: To a suspension of 1-cyclopropyl-6,7-difluoro-1,4-dihydro-8-methoxy-4-oxo-3-quinolinecarboxylic acid (2 g) in anhydrous acetonitrile were added 3-t-butoxycarbonylaminopyrrolidine (1.86 g) and 1,8-diazabicyclo[5,4,0]undec-7-en (DBU, 1.02 g) and then the mixture was refluxed for 3 hours. The reaction mixture was concentrated under reduced pressure and the residue was dissolved in chloroform (50 ml). The resulting solution was washed with 10% aqueous citric acid solution (20 ml), and with saturated...